From a dataset of the Open Reaction Database (ORD), a public repository of structured organic reaction records. describe an organic reaction: reactants, conditions, products, and yield The product is C1(=CC=CC=C1)C1=NC(C(NC2=C1C=CC=C2)=O)NC(C2=CC=C(C=C2)CCC)=O (1,3-Dihydro-5-phenyl-3(RS)-(4-α-propylbenzoylamino)-2H-1,4-benzodiazepin-2-one). Reactants: NC1C(NC2=C(C(=N1)C1=CC=CC=C1)C=CC=C2)=O (3(RS)-amino-1,3-dihydro-5-phenyl-2H-1,4-benzodiazepin-2-one), C(CC)C1=CC=C(C(=O)Cl)C=C1 (4-n-propylbenzoyl chloride). Procedure: The procedure of Example 134 was carried out using 3(RS)-amino-1,3-dihydro-5-phenyl-2H-1,4-benzodiazepin-2-one (39.2 mg, 0.156 mmole) in place of 1,3-dihydro-3(RS)-amino-5-(2-fluorophenyl)-2H-1,4-benzodiazepin- 2-one and 4-n-propylbenzoyl chloride (28.5 mg, 0.156 mmole) in place of p-trifluoromethylbenzoyl chloride. The product was chromatographed on silica gel (15% (v/v) Et2O in CH2Cl2 elution). The combined product fractions were evaporated to dryness in vacuo and crystallized from Et2O to giv... Reaction SMILES: [NH2:1][CH:2]1[N:8]=[C:7]([C:9]2[CH:14]=[CH:13][CH:12]=[CH:11][CH:10]=2)[C:6]2[CH:15]=[CH:16][CH:17]=[CH:18][C:5]=2[NH:4][C:3]1=[O:19].[CH2:20]([C:23]1[CH:31]=[CH:30][C:26]([C:27](Cl)=[O:28])=[CH:25][CH:24]=1)[CH2:21][CH3:22]>>[C:9]1([C:7]2[C:6]3[CH:15]=[CH:16][CH:17]=[CH:18][C:5]=3[NH:4][C:3](=[O:19])[CH:2]([NH:1][C:27](=[O:28])[C:26]3[CH:30]=[CH:31][C:23]([CH2:20][CH2:21][CH3:22])=[CH:24][CH:25]=3)[N:8]=2)[CH:14]=[CH:13][CH:12]=[CH:11][CH:10]=1. The reactants are COC=1C=C(C=2CC(CCC2C1)C1=CC=C(C=C1)OC)OC1=CC=C(C=C1)O (4-[3-methoxy-7-(4-methoxyphenyl)-5,6,7,8-tetrahydronaphthalen-1-yloxy]phenol), Cl.ClCCN1CCCCC1 (1-(2-chloroethyl)piperidine hydrochloride), COC=1C=C(C=2CC(CCC2C1)C1=CC=C(C=C1)OC)OC1=CC=C(OCCN2CCCCC2)C=C1 (1-{2-{4-[3-methoxy-7-(4-methoxyphenyl)-5,6,7,8-tetrahydronaphthalen-1-yloxy]phenoxy}ethyl}piperidine). Yields the product OC1=CC=C(C=C1)C1CC=2C(=CC=C(C2CC1)O)OC1=CC=C(C=C1)OCCN1CCCCC1 (6-(4-Hydroxyphenyl)-4-[4-(2-piperidin-1-ylethoxy)phenoxy]-5,6,7,8-tetrahydronaphthalen-1-ol). Reaction SMILES: C[O:2]C1C=C(OC2C=CC(O)=CC=2)C2CC(C3C=CC(OC)=CC=3)CCC=2C=1.Cl.ClCCN1CCCCC1.CO[C:41]1[CH:42]=[C:43]([O:59][C:60]2[CH:74]=[CH:73][C:63]([O:64][CH2:65][CH2:66][N:67]3[CH2:72][CH2:71][CH2:70][CH2:69][CH2:68]3)=[CH:62][CH:61]=2)[C:44]2[CH2:45][CH:46]([C:51]3[CH:56]=[CH:55][C:54]([O:57]C)=[CH:53][CH:52]=3)[CH2:47][CH2:48][C:49]=2[CH:50]=1>>[OH:57][C:54]1[CH:53]=[CH:52][C:51]([CH:46]2[CH2:47][CH2:48][C:49]3[C:50]([OH:2])=[CH:41][CH:42]=[C:43]([O:59][C:60]4[CH:61]=[CH:62][C:63]([O:64][CH2:65][CH2:66][N:67]5[CH2:72][CH2:71][CH2:70][CH2:69][CH2:68]5)=[CH:73][CH:74]=4)[C:44]=3[CH2:45]2)=[CH:56][CH:55]=1 |f:1.2|. Reported procedure: Synthesized from 4-[3-methoxy-7-(4-methoxyphenyl)-5,6,7,8-tetrahydronaphthalen-1-yloxy]phenol and 1-(2-chloroethyl)piperidine hydrochloride according to an analogous synthetic method to Preparation Example 40, 1-{2-{4-[3-methoxy-7-(4-methoxyphenyl)-5,6,7,8-tetrahydronaphthalen-1-yloxy]phenoxy}ethyl}piperidine (180 mg) was used according to an analogous synthetic method to Example 779 described below to provide the title compound (104 mg). Reactants: BrC1=C2C=C(CC2=CC=C1C)C (4-Bromo-2,5-dimethylindene), C1(=CC=CC=C1)[Mg]Br (Phenylmagnesium bromide). Reagents/catalysts: Cl[Ni]([P](C1=CC=CC=C1)(C2=CC=CC=C2)C3=CC=CC=C3)([P](C4=CC=CC=C4)(C5=CC=CC=C5)C6=CC=CC=C6)Cl (NiCl2(PPh3)2). The solvent is CCOCC (Et2O), C(C)OCC (diethyl ether). Product: CC=1CC2=CC=C(C(=C2C1)C1=CC=CC=C1)C (2,5-Dimethyl-4-phenylindene). Reaction SMILES: Br[C:2]1[C:10]([CH3:11])=[CH:9][CH:8]=[C:7]2[C:3]=1[CH:4]=[C:5]([CH3:12])[CH2:6]2.[C:13]1([Mg]Br)[CH:18]=[CH:17][CH:16]=[CH:15][CH:14]=1>C(OCC)C.Cl[Ni](Cl)([P](C1C=CC=CC=1)(C1C=CC=CC=1)C1C=CC=CC=1)[P](C1C=CC=CC=1)(C1C=CC=CC=1)C1C=CC=CC=1>[CH3:12][C:5]1[CH2:6][C:7]2[C:3]([CH:4]=1)=[C:2]([C:13]1[CH:18]=[CH:17][CH:16]=[CH:15][CH:14]=1)[C:10]([CH3:11])=[CH:9][CH:8]=2 |^1:28,47|. Procedure details: 4-Bromo-2,5-dimethylindene (9.0 g, 40 mmol), prepared as described under I.(b) above, and NiCl2(PPh3)2 (1.8 g, 2.8 mmol) were dissolved in 300 ml of diethyl ether (Et2O). Phenylmagnesium bromide, 3.0 M in Et2O, (13.5 ml, 40 mmol) was added under vigorous stirring and the reaction stirred overnight at reflux. The resultant reaction was slowly quenched with H2O to neutralize unreacted Grignard reagent, subsequently treated with 100 ml of 10% HCl(aq), and neutralized with saturated sodium bicarbona... Starting materials: BrC=1C=NC(=NC1)C1CN(CC1)CCC (5-bromo-2-(1-propyl-pyrrolidin-3-yl)-pyrimidine), C=1C=CC(=CC1)P(C=2C=CC=CC2)C3=CC=C4C=CC=CC4=C3C5=C6C=CC=CC6=CC=C5P(C=7C=CC=CC7)C=8C=CC=CC8 (rac-BINAP), CC(C)(C)[O-].[Na+] (tBuONa), C(C1=CC=CC=C1)(C1=CC=CC=C1)=N (benzophenone imine). Reagents/catalysts: C=1C=CC(=CC1)/C=C/C(=O)/C=C/C2=CC=CC=C2.C=1C=CC(=CC1)/C=C/C(=O)/C=C/C2=CC=CC=C2.C=1C=CC(=CC1)/C=C/C(=O)/C=C/C2=CC=CC=C2.[Pd].[Pd] (Pd2(dba)3). Solvent: C1(=CC=CC=C1)C (toluene). Run at temperature 80 celsius, time 45 minute. Yields the product C(CC)N1CC(CC1)C1=NC=C(C=N1)N (2-(1-Propyl-pyrrolidin-3-yl)-pyrimidin-5-ylamine). As a reaction SMILES: Br[C:2]1[CH:3]=[N:4][C:5]([CH:8]2[CH2:12][CH2:11][N:10]([CH2:13][CH2:14][CH3:15])[CH2:9]2)=[N:6][CH:7]=1.C1C=CC(P(C2C(C3C(P(C4C=CC=CC=4)C4C=CC=CC=4)=CC=C4C=3C=CC=C4)=C3C(C=CC=C3)=CC=2)C2C=CC=CC=2)=CC=1.CC([O-])(C)C.[Na+].C(=[NH:81])(C1C=CC=CC=1)C1C=CC=CC=1>C1C=CC(/C=C/C(/C=C/C2C=CC=CC=2)=O)=CC=1.C1C=CC(/C=C/C(/C=C/C2C=CC=CC=2)=O)=CC=1.C1C=CC(/C=C/C(/C=C/C2C=CC=CC=2)=O)=CC=1.[Pd].[Pd].C1(C)C=CC=CC=1>[CH2:13]([N:10]1[CH2:11][CH2:12][CH:8]([C:5]2[N:4]=[CH:3][C:2]([NH2:81])=[CH:7][N:6]=2)[CH2:9]1)[CH2:14][CH3:15] |f:2.3,5.6.7.8.9|. Procedure: A dry flask was charged with 5-bromo-2-(1-propyl-pyrrolidin-3-yl)-pyrimidine (300 mg, 1.11 mmol), Pd2(dba)3 (tris(dibenzylideneacetonate) dipalladium (30 mg, 0.032 mmol)), rac-BINAP (2,2′-bis(diphenylphosphino)-1,1′-binaphthyl) (35 mg, 0.056 mmol), tBuONa (150 mg, 1.56 mmol), benzophenone imine (300 mg, 1.65 mmol) and toluene (4 ml). It was then evacuated, flushed with nitrogen and the mixture heated at 80° C. under microwave irradiations for 3 h. After filtration through a pad of celite, the so... Starting materials: CN1CCOCC1, CCN=C=NCCCN(C)C, Cl, CC(C)(C)OC(=O)C1CCNCC1, CN(C)C=O, O=C(O)C1CN(c2ccc(-c3noc(=O)[nH]3)cc2)C(=O)O1, O, On1nnc2ccccc21. The product is CC(C)(C)OC(=O)C1CCN(C(=O)C2CN(c3ccc(-c4noc(=O)[nH]4)cc3)C(=O)O2)CC1. Reaction SMILES: [CH3:1][N:2]1[CH2:3][CH2:4][O:5][CH2:6][CH2:7]1.[CH3:53][N:54]([CH3:55])[CH2:56][CH2:57][CH2:58][N:59]=[C:60]=[N:61][CH2:62][CH3:63].[ClH:52].[NH:29]1[CH2:30][CH2:31][CH:32]([C:35](=[O:36])[O:37][C:38]([CH3:39])([CH3:40])[CH3:41])[CH2:33][CH2:34]1.[O:64]=[CH:65][N:66]([CH3:67])[CH3:68].[O:8]=[c:9]1[nH:10][c:11](-[c:14]2[cH:15][cH:16][c:17]([N:20]3[C:21](=[O:28])[O:22][CH:23]([C:25](=[O:26])[OH:27])[CH2:24]3)[cH:18][cH:19]2)[n:12][o:13]1.[OH2:69].[OH:42][n:43]1[c:44]2[cH:45][cH:46][cH:47][cH:48][c:49]2[n:50][n:51]1>>[O:8]=[c:9]1[nH:10][c:11](-[c:14]2[cH:15][cH:16][c:17]([N:20]3[C:21](=[O:28])[O:22][CH:23]([C:25](=[O:27])[N:29]4[CH2:30][CH2:31][CH:32]([C:35](=[O:36])[O:37][C:38]([CH3:39])([CH3:40])[CH3:41])[CH2:33][CH2:34]4)[CH2:24]3)[cH:18][cH:19]2)[n:12][o:13]1. Reactants: Clc1cccc2nc(N3CCNCC3)ccc12, O=C(NCC(F)(F)F)C1(CCCCBr)c2ccccc2Oc2ccccc21. The product is O=C(NCC(F)(F)F)C1(CCCCN2CCN(c3ccc4c(Cl)cccc4n3)CC2)c2ccccc2Oc2ccccc21. Reaction SMILES: [Cl:28][c:29]1[c:30]2[cH:31][cH:32][c:33]([N:39]3[CH2:40][CH2:41][NH:42][CH2:43][CH2:44]3)[n:34][c:35]2[cH:36][cH:37][cH:38]1.[F:1][C:2]([CH2:3][NH:4][C:5](=[O:6])[C:7]1([CH2:21][CH2:22][CH2:23][CH2:24][Br:25])[c:8]2[cH:9][cH:10][cH:11][cH:12][c:13]2[O:14][c:15]2[cH:16][cH:17][cH:18][cH:19][c:20]21)([F:26])[F:27]>>[F:1][C:2]([CH2:3][NH:4][C:5](=[O:6])[C:7]1([CH2:21][CH2:22][CH2:23][CH2:24][N:42]2[CH2:41][CH2:40][N:39]([c:33]3[cH:32][cH:31][c:30]4[c:29]([Cl:28])[cH:38][cH:37][cH:36][c:35]4[n:34]3)[CH2:44][CH2:43]2)[c:8]2[cH:9][cH:10][cH:11][cH:12][c:13]2[O:14][c:15]2[cH:16][cH:17][cH:18][cH:19][c:20]21)([F:26])[F:27]. Reactants: OC1=NC(=NC(=C1)C1=CC(=CC=C1)C(F)(F)F)C(=O)N (4-Hydroxy-6-(3-trifluoromethyl-phenyl)-pyrimidine-2-carboxylic acid amide), P(=O)(Cl)(Cl)Cl (phosphorous oxychloride). The solvent is C(C)(=O)OCC (ethyl acetate). The product is ClC1=NC(=NC(=C1)C1=CC(=CC=C1)C(F)(F)F)C#N (4-chloro-6-(3-trifluoromethylphenyl)-pyrimidine-2-carbonitrile). RXN SMILES: O[C:2]1[CH:7]=[C:6]([C:8]2[CH:13]=[CH:12][CH:11]=[C:10]([C:14]([F:17])([F:16])[F:15])[CH:9]=2)[N:5]=[C:4]([C:18]([NH2:20])=O)[N:3]=1.P(Cl)(Cl)([Cl:23])=O>C(OCC)(=O)C>[Cl:23][C:2]1[CH:7]=[C:6]([C:8]2[CH:13]=[CH:12][CH:11]=[C:10]([C:14]([F:17])([F:16])[F:15])[CH:9]=2)[N:5]=[C:4]([C:18]#[N:20])[N:3]=1. Procedure details: 4-Hydroxy-6-(3-trifluoromethyl-phenyl)-pyrimidine-2-carboxylic acid amide (340 mg) was heated to reflux in ethyl acetate (2 ml) and phosphorous oxychloride (8 ml) for four hours. Solvent was evaporated under reduced pressure and the remaining residue dissolved in ethyl acetate (30 ml) and washed with saturated sodium chloride (20 ml). Organics were separated, dried over sodium sulphate and solvent was removed to yield product 4-chloro-6-(3-trifluoromethylphenyl)-pyrimidine-2-carbonitrile (362 mg... The reactants are CO, COC(=O)c1ccc(C(=O)c2ccccc2C)o1, [K+], [Na+], [OH-], [OH-], O. Product: Cc1ccccc1C(=O)c1ccc(C(=O)O)o1. RXN SMILES: [CH3:24][OH:25].[CH3:3][c:4]1[c:5]([C:6](=[O:7])[c:8]2[cH:9][cH:10][c:11]([C:13](=[O:14])[O:15][CH3:16])[o:12]2)[cH:17][cH:18][cH:19][cH:20]1.[K+:2].[Na+:22].[OH-:1].[OH-:21].[OH2:23]>>[CH3:3][c:4]1[c:5]([C:6](=[O:7])[c:8]2[cH:9][cH:10][c:11]([C:13](=[O:14])[OH:15])[o:12]2)[cH:17][cH:18][cH:19][cH:20]1. The product is CNC1CCN2c3ccccc3Cc3ccccc3C2C1. Reaction SMILES: [CH3:21][NH2:22].[CH3:25][CH2:26][OH:27].[H:23][H:24].[O:1]=[C:2]1[CH2:3][CH:4]2[N:5]([c:6]3[c:7]([cH:15][cH:16][cH:17][cH:18]3)[CH2:8][c:9]3[c:10]2[cH:11][cH:12][cH:13][cH:14]3)[CH2:19][CH2:20]1.[Pd:28]>>[CH:2]1([NH:22][CH3:21])[CH2:3][CH:4]2[N:5]([c:6]3[c:7]([cH:15][cH:16][cH:17][cH:18]3)[CH2:8][c:9]3[c:10]2[cH:11][cH:12][cH:13][cH:14]3)[CH2:19][CH2:20]1. Starting materials: CN, CCO, [H][H], O=C1CCN2c3ccccc3Cc3ccccc3C2C1, [Pd].